The task is: describe an organic reaction: reactants, conditions, products, and yield. This data is from the Open Reaction Database (ORD), a public repository of structured organic reaction records. Reaction SMILES: [CH3:32][O:33][CH2:34][CH2:35][O:36][CH3:37].[CH3:9][C:10]([CH3:11])([O-:12])[CH3:13].[CH:1]1([CH2:7][OH:8])[CH2:2][CH2:3][CH2:4][CH2:5][CH2:6]1.[Cl:15][c:16]1[n:17][c:18]([NH2:31])[c:19]2[n:20][cH:21][n:22]([CH:25]3[O:26][CH2:27][CH2:28][CH2:29][CH2:30]3)[c:23]2[n:24]1.[Na+:14].[OH2:38]>>[CH:1]1([CH2:7][O:8][c:16]2[n:17][c:18]([NH2:31])[c:19]3[n:20][cH:21][n:22]([CH:25]4[O:26][CH2:27][CH2:28][CH2:29][CH2:30]4)[c:23]3[n:24]2)[CH2:2][CH2:3][CH2:4][CH2:5][CH2:6]1. Reactants: COCCOC, CC(C)(C)[O-], OCC1CCCCC1, Nc1nc(Cl)nc2c1ncn2C1CCCCO1, [Na+], O. Yields the product Nc1nc(OCC2CCCCC2)nc2c1ncn2C1CCCCO1. The reactants are N#Cc1ccccc1CCC(=O)O, O=C(Cl)C(=O)Cl, ClCCl. The product is N#Cc1ccccc1CCCO. Reaction SMILES: [C:1](#[N:2])[c:3]1[c:4]([CH2:9][CH2:10][C:11](=[O:12])[OH:13])[cH:5][cH:6][cH:7][cH:8]1.[Cl:14][C:15]([C:16]([Cl:17])=[O:18])=[O:19].[Cl:20][CH2:21][Cl:22]>>[C:1](#[N:2])[c:3]1[c:4]([CH2:9][CH2:10][CH2:11][OH:12])[cH:5][cH:6][cH:7][cH:8]1. RXN SMILES: C([O:3][C:4]([C@@:6]12[CH2:24][C@H:23]1[CH:22]=[CH:21][CH2:20][CH2:19][CH2:18][CH2:17][CH2:16][C@H:15]([NH:25][C:26]([O:28][C:29]([CH3:32])([CH3:31])[CH3:30])=[O:27])[C:14](=[O:33])[N:13]1[C@@H:9]([CH2:10][C@@H:11]([O:34][C:35]3[C:44]4[C:39](=[CH:40][C:41]([O:45][CH3:46])=[CH:42][CH:43]=4)[N:38]=[C:37]([C:47]4[CH:52]=[CH:51][CH:50]=[CH:49][CH:48]=4)[CH:36]=3)[CH2:12]1)[C:8](=[O:53])[NH:7]2)=[O:5])C.[Li+].[OH-]>C1COCC1.O.CO>[C:29]([O:28][C:26]([NH:25][C@@H:15]1[C:14](=[O:33])[N:13]2[C@@H:9]([CH2:10][C@@H:11]([O:34][C:35]3[C:44]4[C:39](=[CH:40][C:41]([O:45][CH3:46])=[CH:42][CH:43]=4)[N:38]=[C:37]([C:47]4[CH:52]=[CH:51][CH:50]=[CH:49][CH:48]=4)[CH:36]=3)[CH2:12]2)[C:8](=[O:53])[NH:7][C@@:6]2([C:4]([OH:5])=[O:3])[C@@H:23]([CH2:24]2)[CH:22]=[CH:21][CH2:20][CH2:19][CH2:18][CH2:17][CH2:16]1)=[O:27])([CH3:32])([CH3:30])[CH3:31] |f:1.2,3.4.5|. The yield is 82.4%. Run in C1CCOC1.O.CO (THF H2O MeOH). Yields the product C(C)(C)(C)OC(=O)N[C@H]1CCCCC\C=C/[C@@H]2C[C@]2(NC([C@@H]2C[C@H](CN2C1=O)OC1=CC(=NC2=CC(=CC=C12)OC)C1=CC=CC=C1)=O)C(=O)O ((1S,4R,6S,14S,18R)-7-cis-14-tert-butoxycarbonylamino-18-(7-methoxy-2-phenylquinol-in-4-yloxy)-2,15-dioxo-3,16-diazatricyclo[14.3.0.04,6]-nonadec-7-ene-4-carboxylic acid). Procedure: Following an analogous experimental and purification procedure to Step 1i, (1S,4R,6S,14S,18R)-7-cis-14-tert-butoxycarbonylamino-18-(7-methoxy-2-phenylquinolin-4-yloxy)-2,15-dioxo-3,16-diazatricyclo[14.3.0.04,6]nonadec-7-ene-4-carboxylic acid ethyl ester (225 mg, 0.309 mmol) was reacted with 78 mg (2.0 mmol) of LiOH in 20.8 mL of 12.4:6.6:1.8 of THF/H2O/MeOH to afford (1S,4R,6S,14S,18R)-7-cis-14-tert-butoxycarbonylamino-18-(7-methoxy-2-phenylquinol-in-4-yloxy)-2,15-dioxo-3,16-diazatricyclo[14.3.0... Starting materials: C(C)OC(=O)[C@@]12NC([C@@H]3C[C@H](CN3C([C@H](CCCCC\C=C/[C@@H]2C1)NC(=O)OC(C)(C)C)=O)OC1=CC(=NC2=CC(=CC=C12)OC)C1=CC=CC=C1)=O ((1S,4R,6S,14S,18R)-7-cis-14-tert-butoxycarbonylamino-18-(7-methoxy-2-phenylquinolin-4-yloxy)-2,15-dioxo-3,16-diazatricyclo[14.3.0.04,6]nonadec-7-ene-4-carboxylic acid ethyl ester), [Li+].[OH-] (LiOH).